This data is from the Open Reaction Database (ORD), a public repository of structured organic reaction records. The task is: describe an organic reaction: reactants, conditions, products, and yield Starting materials: CN(C)C=O, O=C1CCC(=O)N1I, N#CCCCSc1cccs1. Product: N#CCCCSc1ccc(I)s1. RXN SMILES: [CH3:20][N:21]([CH3:22])[CH:23]=[O:24].[I:12][N:13]1[C:14](=[O:15])[CH2:16][CH2:17][C:18]1=[O:19].[s:1]1[c:2]([S:6][CH2:7][CH2:8][CH2:9][C:10]#[N:11])[cH:3][cH:4][cH:5]1>>[s:1]1[c:2]([S:6][CH2:7][CH2:8][CH2:9][C:10]#[N:11])[cH:3][cH:4][c:5]1[I:12]. Reactants: [Si](C)(C)(C(C)(C)C)OCCOC1=CC(=C(C=C1OCC1=C(C=CC=C1OC)F)N1C2=NC(=NC(=C2NC1=O)OC)C(C(=O)OCC)C(=O)OCC)Cl (9-{-4-[2-(tert-butyldimethylsilyloxy)ethoxy]-2-chloro-5-(2-fluoro-6-methoxybenzyloxy)phenyl}-2-bis(ethoxycarbonyl)methyl-6-methoxy-7,9-dihydro-8H-purin-8-one), [Si](C)(C)(C(C)(C)C)OCCOC1=CC(=C(N)C=C1OCC1=C(C=CC=C1OC)F)Cl (4-[2-(tert-butyldimethylsilyloxy)ethoxy]-2-chloro-5-(2-fluoro-6-methoxy-benzyloxy)aniline), [F-].C(CCC)[N+](CCCC)(CCCC)CCCC (tetra(n-butyl)ammonium fluoride). Run in O1CCCC1 (tetrahydrofuran). Conditions: time 2.5 hour. Product: ClC1=C(C=C(C(=C1)OCCO)OCC1=C(C=CC=C1OC)F)N1C2=NC(=NC(=C2NC1=O)OC)C(C(=O)OCC)C(=O)OCC (9-[2-chloro-5-(2-fluoro-6-methoxybenzyloxy)-4-(2-hydroxyethoxy)-phenyl]-2-bis(ethoxycarbonyl)methyl-6-methoxy-7,9-dihydro-8H-purin-8-one). Isolated yield 88.2%. RXN SMILES: [Si]([O:8][CH2:9][CH2:10][O:11][C:12]1[C:17]([O:18][CH2:19][C:20]2[C:25]([O:26][CH3:27])=[CH:24][CH:23]=[CH:22][C:21]=2[F:28])=[CH:16][C:15]([N:29]2[C:37](=[O:38])[NH:36][C:35]3[C:30]2=[N:31][C:32]([CH:41]([C:47]([O:49][CH2:50][CH3:51])=[O:48])[C:42]([O:44][CH2:45][CH3:46])=[O:43])=[N:33][C:34]=3[O:39][CH3:40])=[C:14]([Cl:52])[CH:13]=1)(C(C)(C)C)(C)C.[Si](OCCOC1C(OCC2C(OC)=CC=CC=2F)=CC(N)=C(Cl)C=1)(C(C)(C)C)(C)C.[F-].C([N+](CCCC)(CCCC)CCCC)CCC>O1CCCC1>[Cl:52][C:14]1[CH:13]=[C:12]([O:11][CH2:10][CH2:9][OH:8])[C:17]([O:18][CH2:19][C:20]2[C:25]([O:26][CH3:27])=[CH:24][CH:23]=[CH:22][C:21]=2[F:28])=[CH:16][C:15]=1[N:29]1[C:37](=[O:38])[NH:36][C:35]2[C:30]1=[N:31][C:32]([CH:41]([C:42]([O:44][CH2:45][CH3:46])=[O:43])[C:47]([O:49][CH2:50][CH3:51])=[O:48])=[N:33][C:34]=2[O:39][CH3:40] |f:2.3|. Procedure: To a solution of 9-{-4-[2-(tert-butyldimethylsilyloxy)ethoxy]-2-chloro-5-(2-fluoro-6-methoxybenzyloxy)phenyl}-2-bis(ethoxycarbonyl)methyl-6-methoxy-7,9-dihydro-8H-purin-8-one (0.32 g), which was prepared in a similar manner to that described in Example 310 using 4-[2-(tert-butyldimethylsilyloxy)ethoxy]-2-chloro-5-(2-fluoro-6-methoxy-benzyloxy)aniline instead of 2-chloro-5-(2,3-difluoro-6-methoxybenzyloxy)-4-methoxyaniline, in tetrahydrofuran (4.2 mL) was added tetra(n-butyl)ammonium fluoride (1 ... Starting materials: tertiary amine, CI (methyl iodide), CN(C)C (trimethylamine), CC1=NC=CN1CC2CCC3=C(C=4C=CC=CC4N3C)C2=O (ondansetron), tertiary amine. Product: CN1C2=CC=CC=C2C=2C(C(CCC12)=C)=O (9-methyl-3-methylene-1,2,3,9-tetrahydro-4H-carbazol-4-one). Reaction SMILES: CC1N([CH2:7][CH:8]2[C:21](=[O:22])[C:12]3[C:13]4[CH:14]=[CH:15][CH:16]=[CH:17][C:18]=4[N:19]([CH3:20])[C:11]=3[CH2:10][CH2:9]2)C=CN=1.CI.CN(C)C>>[CH3:20][N:19]1[C:11]2[CH2:10][CH2:9][C:8](=[CH2:7])[C:21](=[O:22])[C:12]=2[C:13]2[C:18]1=[CH:17][CH:16]=[CH:15][CH:14]=2. Reported procedure: Peculiarly, the above-said patent specification indicates this tertiary amine to be known per se and, in addition, ondansetron can be prepared therefrom in an other way, too. After quaternizing the tertiary amine with methyl iodide, trimethylamine is split off from the obtained methoiodide by Hofmann's elimination reaction to give 9-methyl-3-methylene-1,2,3,9-tetrahydro-4H-carbazol-4-one. The thus-obtained electrophilic conjugated enone is subjected to an addition reaction with 2-methylimidazole... Reactants: N#Cc1cc(C=O)ccc1F, CC(=O)[O-], CCO, [Na+], O, NO. Product: N#Cc1cc(C=NO)ccc1F. RXN SMILES: [C:1](#[N:2])[c:3]1[cH:4][c:5]([CH:6]=[O:7])[cH:8][cH:9][c:10]1[F:11].[CH3:15][C:16](=[O:17])[O-:18].[CH3:19][CH2:20][OH:21].[Na+:14].[OH2:22].[OH:12][NH2:13]>>[C:1](#[N:2])[c:3]1[cH:4][c:5]([CH:6]=[N:13][OH:12])[cH:8][cH:9][c:10]1[F:11]. The reactants are CCOC(=O)c1ccc2[nH]c(NCC3CCN(C(=O)OC(C)(C)C)CC3)nc2c1, CCO, Cl, C1COCCO1, C1CCOC1. Yields the product CCOC(=O)c1ccc2[nH]c(NCC3CCNCC3)nc2c1. RXN SMILES: [CH2:1]([CH3:2])[O:3][C:4](=[O:5])[c:6]1[cH:7][c:8]2[c:9]([nH:10][c:11]([NH:13][CH2:14][CH:15]3[CH2:16][CH2:17][N:18]([C:21]([O:22][C:23]([CH3:24])([CH3:25])[CH3:26])=[O:27])[CH2:19][CH2:20]3)[n:12]2)[cH:28][cH:29]1.[CH3:37][CH2:38][OH:39].[ClH:36].[O:30]1[CH2:31][CH2:32][O:33][CH2:34][CH2:35]1.[O:40]1[CH2:41][CH2:42][CH2:43][CH2:44]1>>[CH2:1]([CH3:2])[O:3][C:4](=[O:5])[c:6]1[cH:7][c:8]2[c:9]([nH:10][c:11]([NH:13][CH2:14][CH:15]3[CH2:16][CH2:17][NH:18][CH2:19][CH2:20]3)[n:12]2)[cH:28][cH:29]1. Starting materials: hydrochloride salt, CC1=C(C=CC=C1C)C1=CC(=CC=2CC(OC21)COS(=O)(=O)C2=CC=C(C=C2)C)OC ((±)-{[7-(2,3-dimethylphenyl)-5-methoxy-2,3-dihydro-1-benzofuran-2-yl]methyl}4-methylbenzenesulfonate), CN (methylamine). Yields the product CC1=C(C=CC=C1C)C1=CC(=CC=2CC(OC21)CNC)OC ((±)-{[7-(2,3-dimethylphenyl)-5-methoxy-2,3-dihydro-1-benzofuran-2-yl]methyl}methylamine). RXN SMILES: [CH3:1][C:2]1[C:7]([CH3:8])=[CH:6][CH:5]=[CH:4][C:3]=1[C:9]1[C:17]2[O:16][CH:15]([CH2:18]OS(C3C=CC(C)=CC=3)(=O)=O)[CH2:14][C:13]=2[CH:12]=[C:11]([O:30][CH3:31])[CH:10]=1.[CH3:32][NH2:33]>>[CH3:1][C:2]1[C:7]([CH3:8])=[CH:6][CH:5]=[CH:4][C:3]=1[C:9]1[C:17]2[O:16][CH:15]([CH2:18][NH:33][CH3:32])[CH2:14][C:13]=2[CH:12]=[C:11]([O:30][CH3:31])[CH:10]=1. Reported procedure: The title compound was prepared (0.064 g, 64%) following the general procedure of Example 390 as a white solid, hydrochloride salt from (±)-{[7-(2,3-dimethylphenyl)-5-methoxy-2,3-dihydro-1-benzofuran-2-yl]methyl}4-methylbenzenesulfonate (0.132 g, 0.30 mmol) and methylamine (0.093 g, 3.0 mmol). mp 177-179° C. Reactants: COCCOc1cc(C(=O)OC)c([N+](=O)[O-])cc1OC, CO, [H][H]. Yields the product COCCOc1cc(C(=O)OC)c(N)cc1OC. RXN SMILES: [CH3:1][O:2][c:3]1[cH:4][c:5]([N+:18]([O-:19])=[O:20])[c:6]([C:7](=[O:8])[O:9][CH3:10])[cH:11][c:12]1[O:13][CH2:14][CH2:15][O:16][CH3:17].[CH3:23][OH:24].[H:21][H:22]>>[CH3:1][O:2][c:3]1[cH:4][c:5]([NH2:18])[c:6]([C:7](=[O:8])[O:9][CH3:10])[cH:11][c:12]1[O:13][CH2:14][CH2:15][O:16][CH3:17]. The reactants are [N+](=O)([O-])C1=C2C=CC(=NC2=CC=C1)Cl (5-Nitro-2-chloroquinoline), COC1=C(CN)C=CC=C1 (2-methoxy-benzylamine). Yields the product COC1=C(CNC2=NC3=CC=CC(=C3C=C2)[N+](=O)[O-])C=CC=C1 ((2-Methoxy-benzyl)-(5-nitro-quinolin-2-yl)-amine), solid. Yield: 50.0%. Reaction SMILES: [N+:1]([C:4]1[CH:13]=[CH:12][CH:11]=[C:10]2[C:5]=1[CH:6]=[CH:7][C:8](Cl)=[N:9]2)([O-:3])=[O:2].[CH3:15][O:16][C:17]1[CH:24]=[CH:23][CH:22]=[CH:21][C:18]=1[CH2:19][NH2:20]>>[CH3:15][O:16][C:17]1[CH:24]=[CH:23][CH:22]=[CH:21][C:18]=1[CH2:19][NH:20][C:8]1[CH:7]=[CH:6][C:5]2[C:10](=[CH:11][CH:12]=[CH:13][C:4]=2[N+:1]([O-:3])=[O:2])[N:9]=1. Procedure: 5-Nitro-2-chloroquinoline (CAS 13067-94-2,3 g, 14 mmol) and 2-methoxy-benzylamine (4.2 g, 31 mmol) were stirred in a sealed tube at 120° C. overnight. The reaction mixture was purified by flash chromatography on silica gel (heptane/ethyl acetate 100:0->30:70 gradient). (2-Methoxy-benzyl)-(5-nitro-quinolin-2-yl)-amine was obtained as a yellow solid (2.2 g, 50%), MS: m/e=310.1 (M+H+). Reactants: C[O-].[Na+] (sodium methoxide), FC(C(=O)OCCCl)(F)F (2-chloroethyl trifluoroacetate). Run in O1CCCC1 (tetrahydrofuran). Reaction conditions: time 4 hour. Yields the product COC1(OCCO1)C(F)(F)F (2-methoxy-2-trifluoromethyl-1,3-dioxolane). The yield is 43.0%. Reaction SMILES: [CH3:1][O-:2].[Na+].[F:4][C:5]([F:13])([F:12])[C:6]([O:8][CH2:9][CH2:10]Cl)=[O:7]>O1CCCC1>[CH3:1][O:2][C:6]1([C:5]([F:13])([F:12])[F:4])[O:8][CH2:9][CH2:10][O:7]1 |f:0.1|. Procedure: A suspension of 5.4 g (0.10 mol) of sodium methoxide in 50 mL of tetrahydrofuran (THF) was stirred at -20° to -10° while 17.7 g (0.10 mol) of 2-chloroethyl trifluoroacetate were added dropwise. The resulting clear solution was allowed to warm with precipitation commencing at about 10° and a slow exotherm ensuing to 35° . The mixture was maintain below 35° until the exotherm subsided and then was stirred for 4 h. Filtration and fractionation of the filtrate gave 7.4 g (43% yield) of 2-methoxy-2-t... Starting materials: P(OCC)(OCC)[O-] (diethyl phosphite), C1(=CC=CC=C1)CC[Mg]Br ((2-phenyl)ethylmagnesium bromide), [Cl-].[NH4+] (ammonium chloride). Run in C(C)OCC (diethyl ether). Yields the product C1(=CC=CC=C1)CCP(CCC1=CC=CC=C1)=O (Di-(2-phenylethyl)phosphine Oxide). Isolated yield 66.7%. As a reaction SMILES: [C:1]1([CH2:7][CH2:8][Mg]Br)[CH:6]=[CH:5][CH:4]=[CH:3][CH:2]=1.[P:11]([O-:18])(OCC)OCC.[Cl-].[NH4+]>C(OCC)C>[C:1]1([CH2:7][CH2:8][PH:11](=[O:18])[CH2:8][CH2:7][C:1]2[CH:6]=[CH:5][CH:4]=[CH:3][CH:2]=2)[CH:6]=[CH:5][CH:4]=[CH:3][CH:2]=1 |f:2.3|. Procedure: To a solution of 25 mmol of (2-phenyl)ethylmagnesium bromide in 25 ml of diethyl ether was added dropwise with cooling (ice bath) 0.92 ml (7.14 mmol) of diethyl phosphite. The resulting solution was heated at reflux for 2 h, cooled, and treated with aqueous ammonium chloride. The product was extracted with ether, dried over MgSO4, and concentrated in vacuo. Flash chromatography using ethyl acetate gave 1.23 g (64%) of the desired compound (Rf 0.64, 10% methanol in chloroform) as a colorless oil....